From a dataset of the Open Reaction Database (ORD), a public repository of structured organic reaction records. describe an organic reaction: reactants, conditions, products, and yield Isolated yield 94.7%. Run in O (water), C1(=CC=CC=C1)C (toluene), C(C)O (ethanol). Reagents/catalysts: C=1C=CC(=CC1)[P](C=2C=CC=CC2)(C=3C=CC=CC3)[Pd]([P](C=4C=CC=CC4)(C=5C=CC=CC5)C=6C=CC=CC6)([P](C=7C=CC=CC7)(C=8C=CC=CC8)C=9C=CC=CC9)[P](C=1C=CC=CC1)(C=1C=CC=CC1)C=1C=CC=CC1 (Pd(PPh3)4). RXN SMILES: C(=O)([O-])[O-].[Na+].[Na+].Br[C:8]1[CH:17]=[CH:16][CH:15]=[C:14]2[C:9]=1[CH:10]=[CH:11][CH:12]=[C:13]2[C:18](=[O:20])[CH3:19].[C:21]([C:24]1[CH:29]=[CH:28][C:27](B(O)O)=[CH:26][CH:25]=1)(=[O:23])[CH3:22]>O.C1(C)C=CC=CC=1.C(O)C.C1C=CC([P]([Pd]([P](C2C=CC=CC=2)(C2C=CC=CC=2)C2C=CC=CC=2)([P](C2C=CC=CC=2)(C2C=CC=CC=2)C2C=CC=CC=2)[P](C2C=CC=CC=2)(C2C=CC=CC=2)C2C=CC=CC=2)(C2C=CC=CC=2)C2C=CC=CC=2)=CC=1>[C:18]([C:13]1[CH:12]=[CH:11][CH:10]=[C:9]2[C:14]=1[CH:15]=[CH:16][CH:17]=[C:8]2[C:27]1[CH:28]=[CH:29][C:24]([C:21](=[O:23])[CH3:22])=[CH:25][CH:26]=1)(=[O:20])[CH3:19] |f:0.1.2,^1:47,49,68,87|. The product is C(C)(=O)C1=C2C=CC=C(C2=CC=C1)C1=CC=C(C=C1)C(C)=O (1-(4-(5-acetylnaphthalen-1-yl)phenyl)ethanone). Reported procedure: A solution of sodium carbonate (2.55 g, 24.09 mmol) in water (20 mL) was added to a solution of 1-(5-bromonaphthalen-1-yl)ethanone (1.2 g, 4.8 mmol) and 4-acetylphenylboronic acid (1.03 g, 6.26 mmol) in toluene (20 mL) and ethanol (20 mL) and then heterogeneous solution was vigorously stirred with bubbling nitrogen for 15 min. Then Pd(PPh3)4 (0.111 g, 0.096 mmol) was added and the reaction vessel was sealed and heated at reflux for 6 h. The reaction was cooled and concentrated to dryness. The cr... Reactants: C([O-])([O-])=O.[Na+].[Na+] (sodium carbonate), BrC1=C2C=CC=C(C2=CC=C1)C(C)=O (1-(5-bromonaphthalen-1-yl)ethanone), C(C)(=O)C1=CC=C(C=C1)B(O)O (4-acetylphenylboronic acid). Run at time 15 minute. Reactants: N1=CC=CC=2CCCC(C12)=O (6,7-dihydroquinolin-8(5H)-one), NCCCCNC(OC(C)(C)C)=O (tert-butyl 4-aminobutylcarbamate), [BH4-].[Na+] (NaBH4). The reagents and catalysts are C(C)(=O)O (acetic acid). The solvent is C(C)O (ethanol). Run at temperature 150 celsius. Product: N1=CC=CC=2CCCC(C12)NCCCCNC(OC(C)(C)C)=O (tert-butyl 4-(5,6,7,8-tetrahydroquinolin-8-ylamino)butylcarbamate). RXN SMILES: [N:1]1[C:10]2[C:9](=O)[CH2:8][CH2:7][CH2:6][C:5]=2[CH:4]=[CH:3][CH:2]=1.[NH2:12][CH2:13][CH2:14][CH2:15][CH2:16][NH:17][C:18](=[O:24])[O:19][C:20]([CH3:23])([CH3:22])[CH3:21].[BH4-].[Na+]>C(O)C.C(O)(=O)C>[N:1]1[C:10]2[CH:9]([NH:12][CH2:13][CH2:14][CH2:15][CH2:16][NH:17][C:18](=[O:24])[O:19][C:20]([CH3:22])([CH3:21])[CH3:23])[CH2:8][CH2:7][CH2:6][C:5]=2[CH:4]=[CH:3][CH:2]=1 |f:2.3|. Reported procedure: To a solution of 6,7-dihydroquinolin-8(5H)-one (2.0 g, 13.6 mmol) in ethanol (15 mL) was added concentrated acetic acid (5 drops), tert-butyl 4-aminobutylcarbamate (2.7 g, 14.3 mmol) and 4 Å molecular sieves. The reaction mixture was heated at 150° C. in microwave reactor for 10 min. The mixture was cooled to room temperature and NaBH4 (0.8 g, 20.4 mmol) was added all at once. The crude reaction mixture was absorbed onto silica gel and the product purified by silica gel chromatography (0% to 10%... Reactants: CN(C)C=O, CN, CC(C)n1ncnc1-c1cn2c(n1)-c1ccc(N3CCN(CC(=O)O)CC3)nc1OCC2, CCN(C(C)C)C(C)C, C1CCOC1. The product is CNC(=O)CN1CCN(c2ccc3c(n2)OCCn2cc(-c4ncnn4C(C)C)nc2-3)CC1. As a reaction SMILES: [CH3:33][N:34]([CH3:35])[CH:36]=[O:37].[CH3:47][NH2:48].[CH:1]([CH3:2])([CH3:3])[n:4]1[n:5][cH:6][n:7][c:8]1-[c:9]1[n:10][c:11]2[n:12]([cH:32]1)[CH2:13][CH2:14][O:15][c:16]1[c:17]-2[cH:18][cH:19][c:20]([N:22]2[CH2:23][CH2:24][N:25]([CH2:28][C:29](=[O:30])[OH:31])[CH2:26][CH2:27]2)[n:21]1.[CH:38]([N:39]([CH2:40][CH3:41])[CH:42]([CH3:43])[CH3:44])([CH3:45])[CH3:46].[O:49]1[CH2:50][CH2:51][CH2:52][CH2:53]1>>[CH:1]([CH3:2])([CH3:3])[n:4]1[n:5][cH:6][n:7][c:8]1-[c:9]1[n:10][c:11]2[n:12]([cH:32]1)[CH2:13][CH2:14][O:15][c:16]1[c:17]-2[cH:18][cH:19][c:20]([N:22]2[CH2:23][CH2:24][N:25]([CH2:28][C:29](=[O:30])[NH:34][CH3:33])[CH2:26][CH2:27]2)[n:21]1. Reported procedure: To a solution of 4-bromo-2-pyridylmethanol (3.38 g, 0.016 mol) in CH2Cl2 (210 mL) was slowly added SOCl2 (21 mL) at 0° C. The mixture was allowed to warm to room temperature and stirred for 20 h, then satd. NaHCO3 was added. The organic layer was washed with brine, dried (MgSO4), and concentrated to give crude 4-bromo-2-(chloromethyl)pyridine (2.93 g, 79%) as a yellow oil. APCI MS m/z 205.7, 207.7 (M+H). 1H NMR (400 MHz, (CD3)2SO) δ 8.47 (d, J=5.3 Hz, 1H), 7.68 (d, J=1.7 Hz, 1H), 7.42 (dd, J=5.3... The solvent is C(Cl)Cl (CH2Cl2). Product: BrC1=CC(=NC=C1)CCl (4-bromo-2-(chloromethyl)pyridine). Reactants: BrC1=CC(=NC=C1)CO (4-bromo-2-pyridylmethanol), O=S(Cl)Cl (SOCl2), C(=O)(O)[O-].[Na+] (NaHCO3). Conditions: time 20 hour. RXN SMILES: [Br:1][C:2]1[CH:7]=[CH:6][N:5]=[C:4]([CH2:8]O)[CH:3]=1.O=S(Cl)[Cl:12].C([O-])(O)=O.[Na+]>C(Cl)Cl>[Br:1][C:2]1[CH:7]=[CH:6][N:5]=[C:4]([CH2:8][Cl:12])[CH:3]=1 |f:2.3|. Isolated yield 79.0%. Reactants: ClC1=C2C(=NC=C1)C=C(S2)C=2SC(=C(N2)C)C(=O)N2CCOCC2 ([2-(7-Chloro-thieno[3,2-b]pyridin-2-yl)-4-methyl-thiazol-5-yl]-morpholin-4-yl-methanone), C1(=CC=CC=C1)C1=CC(NN1)=O (5-Phenyl-1,2-dihydro-pyrazol-3-one), Example 16 1. Yields the product CC=1N=C(SC1C(=O)N1CCOCC1)C1=CC2=NC=CC(=C2S1)OC1=NNC(=C1)C1=CC=CC=C1 ({4-Methyl-2-[7-(5-phenyl-1H-pyrazol-3-yloxy)-thieno[3,2-b]pyridin-2-yl]-thiazol-5-yl}-morpholin-4-yl-methanone). The yield is 17.0%. Reaction SMILES: Cl[C:2]1[CH:7]=[CH:6][N:5]=[C:4]2[CH:8]=[C:9]([C:11]3[S:12][C:13]([C:17]([N:19]4[CH2:24][CH2:23][O:22][CH2:21][CH2:20]4)=[O:18])=[C:14]([CH3:16])[N:15]=3)[S:10][C:3]=12.[C:25]1([C:31]2[NH:35][NH:34][C:33](=[O:36])[CH:32]=2)[CH:30]=[CH:29][CH:28]=[CH:27][CH:26]=1>>[CH3:16][C:14]1[N:15]=[C:11]([C:9]2[S:10][C:3]3[C:4](=[N:5][CH:6]=[CH:7][C:2]=3[O:36][C:33]3[CH:32]=[C:31]([C:25]4[CH:30]=[CH:29][CH:28]=[CH:27][CH:26]=4)[NH:35][N:34]=3)[CH:8]=2)[S:12][C:13]=1[C:17]([N:19]1[CH2:24][CH2:23][O:22][CH2:21][CH2:20]1)=[O:18]. Reported procedure: The title compound (37 mg, 17%) was prepared from [2-(7-Chloro-thieno[3,2-b]pyridin-2-yl)-4-methyl-thiazol-5-yl]-morpholin-4-yl-methanone and 5-Phenyl-1,2-dihydro-pyrazol-3-one by a procedure analogous to Example 16 1. C25H21N5O3S2: APCI m/z 503.5 (pos.); 1H NMR (CD3OD): δ 8.55 (d, 1H, J=5.8 Hz), 8.00 (s, 1H), 7.72 (d, 2H, J=7.1 Hz), 7.46 (t, 2H, J=7.1 Hz), 7.41 (t, 1H, J=7.1 Hz), 7.08 (d, 1H, J=5.8 Hz), 6.53 (s, 1H), 3.71–3.60 (bm, 8H), 2.46 (s, 3H) ppm. Reactants: CCOc1c(C)c(Br)c(C)c2c1OC(C)C2, Fc1ccc(N2CCNCC2)cc1. The product is CCOc1c(C)c(N2CCN(c3ccc(F)cc3)CC2)c(C)c2c1OC(C)C2. Reaction SMILES: [Br:1][c:2]1[c:3]([CH3:16])[c:4]([O:13][CH2:14][CH3:15])[c:5]2[c:6]([c:11]1[CH3:12])[CH2:7][CH:8]([CH3:10])[O:9]2.[F:17][c:18]1[cH:19][cH:20][c:21]([N:24]2[CH2:25][CH2:26][NH:27][CH2:28][CH2:29]2)[cH:22][cH:23]1>>[c:2]1([N:27]2[CH2:26][CH2:25][N:24]([c:21]3[cH:20][cH:19][c:18]([F:17])[cH:23][cH:22]3)[CH2:29][CH2:28]2)[c:3]([CH3:16])[c:4]([O:13][CH2:14][CH3:15])[c:5]2[c:6]([c:11]1[CH3:12])[CH2:7][CH:8]([CH3:10])[O:9]2. The reactants are IC=1C(=C(C=O)C=CC1)OC (3-iodo-2-methoxy-benzaldehyde), CC(C)=C(C)C (2,3-dimethyl-but-2-ene), Cl(=O)[O-].[Na+] (sodium chlorite), O.P(=O)(O)([O-])[O-].[Na+].[Na+] (disodium hydrogen phosphate monohydrate). The solvent is C(C)(C)(C)O (tert-butanol), C(C)(=O)OCC (ethyl acetate), O (water). Conditions: time 20 minute. Yields the product IC=1C(=C(C(=O)O)C=CC1)OC (3-Iodo-2-methoxy-benzoic acid). As a reaction SMILES: [I:1][C:2]1[C:3]([O:10][CH3:11])=[C:4]([CH:7]=[CH:8][CH:9]=1)[CH:5]=[O:6].CC(=C(C)C)C.O.P([O-])([O-])(O)=[O:20].[Na+].[Na+].Cl([O-])=O.[Na+]>C(O)(C)(C)C.O.C(OCC)(=O)C>[I:1][C:2]1[C:3]([O:10][CH3:11])=[C:4]([CH:7]=[CH:8][CH:9]=1)[C:5]([OH:20])=[O:6] |f:2.3.4.5,6.7|. Procedure: To a solution of 3-iodo-2-methoxy-benzaldehyde (3.68 g, 14 mmol) in tert-butanol (70 mL) was added 2,3-dimethyl-but-2-ene (7 mL) followed by a solution comprising disodium hydrogen phosphate monohydrate (7.56 g 56 mmol) and sodium chlorite (7.56 g, approx. 66 mmol, technical grade) in water (70 mL). The resulting mixture was stirred for 20 minutes then diluted with ethyl acetate, washed with brine, dried over magnesium sulfate and concentrated. The residual solid was recrystallized from cyclohex... Reactants: BrCC=C(C)C (4-bromo-2-methyl-2-butene), C1=CC=CC1 (cyclopentadiene), [OH-].[Na+] (NaOH). Reagents/catalysts: CCCCCCCC[N+](C)(CCCCCCCC)CCCCCCCC.[Cl-] (ALIQUAT 336). Run in O (water). Reaction conditions: time 5.5 hour. Yields the product CC(=CCC1(C=CC=C1)CC=C(C)C)C (di-(3-methyl-2-butenyl)-cyclopentadiene). Isolated yield 16.8%. As a reaction SMILES: Br[CH2:2][CH:3]=[C:4]([CH3:6])[CH3:5].[CH:7]1[CH2:11][CH:10]=[CH:9][CH:8]=1.[OH-].[Na+]>CCCCCCCC[N+](CCCCCCCC)(CCCCCCCC)C.[Cl-].O>[CH3:5][C:4]([CH3:6])=[CH:3][CH2:2][C:8]1([CH2:2][CH:3]=[C:4]([CH3:6])[CH3:5])[CH:7]=[CH:11][CH:10]=[CH:9]1 |f:2.3,4.5|. Procedure details: A 1.0 L double-walled reactor, provided with baffles, condenser, top stirrer, thermometer and dropping funnel equipped with a nitrogen inlet was charged with ALIQUAT 336 (4.0 g, 10 mmol), 4-bromo-2-methyl-2-butene (30.0 g, 0.20 mol) and freshly cracked cyclopentadiene (6.6 g, 0.10 mol). A 50 wt. % NaOH aqueous solution (84 g) was then added via the dropping funnel to the turbulently stirred reaction mixture. The reaction mixture was cooled with water during the addition of the base. After 5.5 ho... Starting materials: C=CC(=O)OCC, CCCCN(CCCC)CCCC, Clc1ccc(Br)cn1, CC(=O)[O-], CC(=O)[O-], CN(C)C=O, [Pd+2]. Yields the product CCOC(=O)C=Cc1ccc(Cl)nc1. Reaction SMILES: [C:22]([CH:23]=[CH2:24])(=[O:25])[O:26][CH2:27][CH3:28].[CH2:9]([N:10]([CH2:11][CH2:12][CH2:13][CH3:14])[CH2:15][CH2:16][CH2:17][CH3:18])[CH2:19][CH2:20][CH3:21].[Cl:1][c:2]1[n:3][cH:4][c:5]([Br:8])[cH:6][cH:7]1.[O-:35][C:36]([CH3:37])=[O:38].[O-:39][C:40]([CH3:41])=[O:42].[O:29]=[CH:30][N:31]([CH3:32])[CH3:33].[Pd+2:34]>>[Cl:1][c:2]1[n:3][cH:4][c:5]([CH:24]=[CH:23][C:22](=[O:25])[O:26][CH2:27][CH3:28])[cH:6][cH:7]1.